This data is from the Open Reaction Database (ORD), a public repository of structured organic reaction records. The task is: describe an organic reaction: reactants, conditions, products, and yield Solvent: O1CCCC1 (tetrahydrofuran). Procedure: A suspension of 1 equiv. 3,3'-dithiobis(2-aminopropionic acid) dimethylester dihydrochloride in tetrahydrofuran (white slurry) was stirred and cooled to 0° C. To the reaction mixture was added 4 equiv. of N-ethyldiiso-propylamine and 2.2 equiv. of hexanoylchloride. The mixture was stirred for 4 hrs on an ice bath and the white precipitate of N-ethyldiisopropylammonium chloride was filtered off. The solvent was removed by evaporation under reduced pressure and the crude product was redissolved in... The product is COC([C@H](CSSC[C@@H](C(=O)OC)NC(CCCCC)=O)NC(CCCCC)=O)=O ((R,R)-N,N'-dihexanoyl-3,3'-dithiobis(2-aminopropionic acid) dimethylester). Reactants: C(C)N(C(C)C)C(C)C (N-ethyldiiso-propylamine), C(CCCCC)(=O)Cl (hexanoylchloride), Cl.Cl.COC(C(CSSCC(C(=O)OC)N)N)=O (3,3'-dithiobis(2-aminopropionic acid) dimethylester dihydrochloride). Run at temperature 0 celsius, time 4 hour. RXN SMILES: Cl.Cl.[CH3:3][O:4][C:5](=[O:18])[CH:6]([NH2:17])[CH2:7][S:8][S:9][CH2:10][CH:11]([NH2:16])[C:12]([O:14][CH3:15])=[O:13].C(N([CH:25]([CH3:27])[CH3:26])C(C)C)C.[C:28](Cl)(=[O:34])[CH2:29][CH2:30][CH2:31][CH2:32][CH3:33]>O1CCCC1>[CH3:3][O:4][C:5](=[O:18])[C@@H:6]([NH:17][C:5](=[O:4])[CH2:6][CH2:7][CH2:27][CH2:25][CH3:26])[CH2:7][S:8][S:9][CH2:10][C@H:11]([NH:16][C:28](=[O:34])[CH2:29][CH2:30][CH2:31][CH2:32][CH3:33])[C:12]([O:14][CH3:15])=[O:13] |f:0.1.2|. Starting materials: N[C@H](COC1=C2C(=NC=NC2=CC=C1)NC1=CC(=C(C=C1)O)Cl)C (4-[(5-{[(2S)-2-aminopropyl]oxy}quinazolin-4-yl)amino]-2-chlorophenol), C(C)(=O)O (acetic acid). The product is ClC=1C=C(C=CC1O)NC1=NC=NC2=CC=CC(=C12)OC[C@H](C)NC(C)=O (N-[(1S)-2-({4-[(3-chloro-4-hydroxyphenyl)amino]quinazolin-5-yl}oxy)-1-methylethyl]acetamide). The yield is 100.0%. Reaction SMILES: [NH2:1][C@@H:2]([CH3:24])[CH2:3][O:4][C:5]1[CH:14]=[CH:13][CH:12]=[C:11]2[C:6]=1[C:7]([NH:15][C:16]1[CH:21]=[CH:20][C:19]([OH:22])=[C:18]([Cl:23])[CH:17]=1)=[N:8][CH:9]=[N:10]2.[C:25](O)(=[O:27])[CH3:26]>>[Cl:23][C:18]1[CH:17]=[C:16]([NH:15][C:7]2[C:6]3[C:11](=[CH:12][CH:13]=[CH:14][C:5]=3[O:4][CH2:3][C@@H:2]([NH:1][C:25](=[O:27])[CH3:26])[CH3:24])[N:10]=[CH:9][N:8]=2)[CH:21]=[CH:20][C:19]=1[OH:22]. Procedure: The procedure described in Example 3 (preparation of starting materials) was repeated using acetic acid and 4-[(5-{[(2S)-2-aminopropyl]oxy}quinazolin-4-yl)amino]-2-chlorophenol (obtained as described in Example 59, preparation of starting materials) to give N-[(1S)-2-({4-[(3-chloro-4-hydroxyphenyl)amino]quinazolin-5-yl}oxy)-1-methylethyl]acetamide in >100% yield; Mass spectrum MH+ 387.0. Reactants: CC(=O)OC(C)=O, O=CO, CCOC(=O)c1cn(-c2ccccc2)nc1N, C1CCOC1. Product: CCOC(=O)c1cn(-c2ccccc2)nc1NC=O. Reaction SMILES: [CH3:4][C:5]([O:6][C:7](=[O:8])[CH3:9])=[O:10].[CH:1](=[O:2])[OH:3].[NH2:11][c:12]1[n:13][n:14](-[c:22]2[cH:23][cH:24][cH:25][cH:26][cH:27]2)[cH:15][c:16]1[C:17](=[O:18])[O:19][CH2:20][CH3:21].[O:28]1[CH2:29][CH2:30][CH2:31][CH2:32]1>>[CH:1](=[O:2])[NH:11][c:12]1[n:13][n:14](-[c:22]2[cH:23][cH:24][cH:25][cH:26][cH:27]2)[cH:15][c:16]1[C:17](=[O:18])[O:19][CH2:20][CH3:21]. The reactants are FC(C=1C=C(CNC(=O)C2=CC(=NC=C2)C2=C(C=CC(=C2)F)NC(=O)C=2C=C(CSCCC(=O)OC(C)(C)C)C=CC2)C=CC1)(F)F (tert-butyl 3-(3-((2-(4-((3-(trifluoromethyl)benzyl)carbamoyl)pyridin-2-yl)-4-fluorophenyl)carbamoyl)benzylthio)propanoate), FC(C(=O)O)(F)F (trifluoroacetic acid). Solvent: ClCCl (dichloromethane). Conditions: time 8 hour. Product: FC(C=1C=C(CNC(=O)C2=CC(=NC=C2)C2=C(C=CC(=C2)F)NC(=O)C=2C=C(CSCCC(=O)O)C=CC2)C=CC1)(F)F (3-(3-((2-(4-((3-(trifluoromethyl)benzyl)carbamoyl)pyridin-2-yl)-4-fluoro-phenyl)carbamoyl)benzylthio)propanoic acid). Yield: 24.7%. Reaction SMILES: [F:1][C:2]([F:47])([F:46])[C:3]1[CH:4]=[C:5]([CH:43]=[CH:44][CH:45]=1)[CH2:6][NH:7][C:8]([C:10]1[CH:15]=[CH:14][N:13]=[C:12]([C:16]2[CH:21]=[C:20]([F:22])[CH:19]=[CH:18][C:17]=2[NH:23][C:24]([C:26]2[CH:27]=[C:28]([CH:40]=[CH:41][CH:42]=2)[CH2:29][S:30][CH2:31][CH2:32][C:33]([O:35]C(C)(C)C)=[O:34])=[O:25])[CH:11]=1)=[O:9].FC(F)(F)C(O)=O>ClCCl>[F:46][C:2]([F:1])([F:47])[C:3]1[CH:4]=[C:5]([CH:43]=[CH:44][CH:45]=1)[CH2:6][NH:7][C:8]([C:10]1[CH:15]=[CH:14][N:13]=[C:12]([C:16]2[CH:21]=[C:20]([F:22])[CH:19]=[CH:18][C:17]=2[NH:23][C:24]([C:26]2[CH:27]=[C:28]([CH:40]=[CH:41][CH:42]=2)[CH2:29][S:30][CH2:31][CH2:32][C:33]([OH:35])=[O:34])=[O:25])[CH:11]=1)=[O:9]. Reported procedure: Into a 50-mL round bottom flask, was placed a solution of tert-butyl 3-(3-((2-(4-((3-(trifluoromethyl)benzyl)carbamoyl)pyridin-2-yl)-4-fluorophenyl)carbamoyl)benzylthio)propanoate (100 mg, 0.15 mmol, 1.00 equiv) in dichloromethane (5 mL), and trifluoroacetic acid (1 mL). The resulting solution was stirred overnight at room temperature. The resulting mixture was concentrated under vacuum. The crude product (100 mg) was purified by reverse phase HPLC eluting with a water/CH3CN gradient containing ... Starting materials: C(C)OC(CCSC(CC(C)(C)C)=NNC(=O)OC)=O ([1-[(3-ethoxy-3-oxopropyl)thio]-3,3-dimethylbutylidene]hydrazinecarboxylic acid, methyl ester), S(=O)(Cl)Cl (thionyl chloride). The solvent is ClCCl (dichloromethane). Yields the product CC(C)(C)C1=C(N=NS1)SCCC(=O)OCC (3-[[5-(1,1-Dimethylethyl)-1,2,3-thiadiazol-4-yl]thio]propanoic acid, ethyl ester). As a reaction SMILES: [CH2:1]([O:3][C:4](=[O:20])[CH2:5][CH2:6][S:7][C:8](=[N:14][NH:15]C(OC)=O)[CH2:9][C:10]([CH3:13])([CH3:12])[CH3:11])[CH3:2].[S:21](Cl)(Cl)=O>ClCCl>[CH3:11][C:10]([C:9]1[S:21][N:15]=[N:14][C:8]=1[S:7][CH2:6][CH2:5][C:4]([O:3][CH2:1][CH3:2])=[O:20])([CH3:13])[CH3:12]. Procedure details: A mixture of [1-[(3-ethoxy-3-oxopropyl)thio]-3,3-dimethylbutylidene]hydrazinecarboxylic acid, methyl ester, thionyl chloride and dichloromethane was heated at reflux for 40 hours and then quenched with ice water. The orange product was extracted twice into ether. The extracts were combined, washed with 0.1N sodium hydroxide twice, water twice, saturated sodium chloride twice, dried and concentrated in vacuo. The resulting orange liquid was evaporated onto 70 g of silica gel. The gel was dried an...